From a dataset of the Open Reaction Database (ORD), a public repository of structured organic reaction records. describe an organic reaction: reactants, conditions, products, and yield Starting materials: C(C=C)(=O)OCCO (hydroxyethyl acrylate), C(C)(C)(C)C1=C(C(=CC(=C1)C)C(C)(C)C)O (2,6-di-tert-butyl-4-methylphenol), C(C1=CC=CC=C1)(=O)Cl (benzoyl chloride), C(C=C)(=O)OCCO (hydroxyethyl acrylate), ice water, Cl (hydrochloric acid). Solvent: N1=CC=CC=C1.C1(=CC=CC=C1)C (pyridine toluene). The product is C(C=C)(=O)OCCOC(C1=CC=CC=C1)=O (2-(Acryloyloxy)ethylbenzoate). RXN SMILES: [C:1]([O:5][CH2:6][CH2:7][OH:8])(=[O:4])[CH:2]=[CH2:3].C(C1C=C(C)C=C(C(C)(C)C)C=1O)(C)(C)C.[C:25](Cl)(=[O:32])[C:26]1[CH:31]=[CH:30][CH:29]=[CH:28][CH:27]=1.Cl>N1C=CC=CC=1.C1(C)C=CC=CC=1>[C:1]([O:5][CH2:6][CH2:7][O:8][C:25](=[O:32])[C:26]1[CH:31]=[CH:30][CH:29]=[CH:28][CH:27]=1)(=[O:4])[CH:2]=[CH2:3] |f:4.5|. Reported procedure: A 500 ml round-bottom flask was initially charged with 51.1 g of hydroxyethyl acrylate in 100 ml of pyridine/toluene (1:1, v/v) together with 0.05 g of 2,6-di-tert-butyl-4-methylphenol at 0° C. and 65.0 g of benzoyl chloride were slowly added dropwise. The mixture was stirred at room temperature until the hydroxyethyl acrylate content had fallen below 0.1%. Thereafter, the mixture was poured onto 0.5 l of ice-water and acidified with 1 N aqueous hydrochloric acid. The aqueous phase was extracted... The reactants are N(=NC(=O)OC(C)C)C(=O)OC(C)C (Diisopropyl azodicarboxylate), C1(CC1)N1C(NC2=NC=CC=C21)=O (1-Cyclopropyl-1H-imidazo[4,5-b]pyridin-2(3H)-one), O[C@@H]1C[C@H](C1)NC(OCC1=CC=CC=C1)=O (benzyl (trans-3-hydroxycyclobutyl)carbamate), C1(=CC=CC=C1)P(C1=CC=CC=C1)C1=CC=CC=C1 (triphenylphosphine). Run in C1CCOC1 (THF), C([O-])(O)=O.[Na+] (sodium bicarbonate). Conditions: temperature 0 celsius, time 1 hour. Product: C1(CC1)N1C(N(C2=NC=CC=C21)[C@@H]2C[C@H](C2)NC(OCC2=CC=CC=C2)=O)=O (benzyl (trans-3-(1-cyclopropyl-2-oxo-1H-imidazo[4,5-b]pyridin-3(2H)-yl)cyclobutyl)carbamate). The yield is 78.0%. RXN SMILES: [CH:1]1([N:4]2[C:12]3[C:7](=[N:8][CH:9]=[CH:10][CH:11]=3)[NH:6][C:5]2=[O:13])[CH2:3][CH2:2]1.O[C@H:15]1[CH2:18][C@H:17]([NH:19][C:20](=[O:29])[O:21][CH2:22][C:23]2[CH:28]=[CH:27][CH:26]=[CH:25][CH:24]=2)[CH2:16]1.C1(P(C2C=CC=CC=2)C2C=CC=CC=2)C=CC=CC=1.N(C(OC(C)C)=O)=NC(OC(C)C)=O>C1COCC1.C(=O)(O)[O-].[Na+]>[CH:1]1([N:4]2[C:12]3[C:7](=[N:8][CH:9]=[CH:10][CH:11]=3)[N:6]([C@H:15]3[CH2:18][C@H:17]([NH:19][C:20](=[O:29])[O:21][CH2:22][C:23]4[CH:24]=[CH:25][CH:26]=[CH:27][CH:28]=4)[CH2:16]3)[C:5]2=[O:13])[CH2:3][CH2:2]1 |f:5.6|. Procedure details: 1-Cyclopropyl-1H-imidazo[4,5-b]pyridin-2(3H)-one (0.740 g, 4.22 mmol), benzyl (trans-3-hydroxycyclobutyl)carbamate (0.934 g, 4.22 mmol), and triphenylphosphine (1.661 g, 6.33 mmol) were mixed in THF (15 mL) under an argon atmosphere and cooled to 0° C. Diisopropyl azodicarboxylate (1.244 mL, 6.33 mmol) was added dropwise via syringe, and the reaction mixture was warmed to room temperature and stirred for 1 h. The reaction mixture was diluted with saturated aqueous sodium bicarbonate and extracte... Reactants: aqueous solution, Cl (hydrochloric acid), C(C)(C)(C)OC(=O)C(CC=C)NC1(CCCCC1)C(=O)O ((1-tert-butoxycarbonylbut-3-enylamino)-cyclohexanecarboxylic acid), O (water), [BH4-].[Na+] (sodium borohydride), I(=O)(=O)(=O)[O-].[Na+] (sodium periodate). Reagents/catalysts: [Os](=O)(=O)(=O)=O (osmium tetroxide). The solvent is CO (methanol), O1CCOCC1 (dioxane), C(C)(C)(C)O (tert-butanol). Run at time 20 minute. The product is C(C1=CC=CC=C1)OC(=O)C1(CCCCC1)NC(CCO)C(=O)OC(C)(C)C (1-(1-tert-butoxycarbonyl-3-hydroxy-propylamino)cyclohexanecarboxylic acid benzyl ester). RXN SMILES: [C:1]([O:5][C:6]([CH:8]([NH:12][C:13]1([C:19]([OH:21])=[O:20])[CH2:18][CH2:17][CH2:16][CH2:15][CH2:14]1)[CH2:9][CH:10]=C)=[O:7])([CH3:4])([CH3:3])[CH3:2].I([O-])(=O)(=O)=O.[Na+].[BH4-].[Na+].Cl.[OH2:31]>O1CCOCC1.C(O)(C)(C)C.CO.[Os](=O)(=O)(=O)=O>[CH2:19]([O:21][C:19]([C:13]1([NH:12][CH:8]([C:6]([O:5][C:1]([CH3:2])([CH3:3])[CH3:4])=[O:7])[CH2:9][CH2:10][OH:31])[CH2:14][CH2:15][CH2:16][CH2:17][CH2:18]1)=[O:20])[C:13]1[CH:18]=[CH:17][CH:16]=[CH:15][CH:14]=1 |f:1.2,3.4|. Procedure details: To a solution of (1-tert-butoxycarbonylbut-3-enylamino)-cyclohexanecarboxylic acid (0.5 g, 1.29 mmol) in dioxane (5 mL) and water (5 mL) was added a 2.5 weight % solution of osmium tetroxide in tert-butanol (0.05 mL). After 20 minutes, sodium periodate (0.88 g, 4.13 mmol) was added in small portions over another period of 20 minutes. The mixture was stirred at room temperature for 6 hours and was quenched by addition of a saturated aqueous solution of sodium bicarbonate. The mixture was extracte... Reactants: CCc1ccc(O)cc1, Cl, [Na+], O=[N+]([O-])[O-], O. The product is CCc1ccc(O)c([N+](=O)[O-])c1. As a reaction SMILES: [CH3:6][CH2:7][c:8]1[cH:9][cH:10][c:11]([OH:12])[cH:13][cH:14]1.[ClH:15].[Na+:1].[O-:2][N+:3]([O-:4])=[O:5].[OH2:16]>>[O-:2][N+:3](=[O:5])[c:10]1[cH:9][c:8]([CH2:7][CH3:6])[cH:14][cH:13][c:11]1[OH:12]. Reactants: NC1=C(C=C(S1)C(=O)OCC)OC (ethyl 5-amino-4-methoxythiophene-2-carboxylate), C(=O)([O-])[O-].[K+].[K+] (K2CO3), Cl.ClCCN1CCOCC1 (4-(2-chloroethyl)morpholine hydrochloride), CS(=O)(=O)Cl (methanesulfonyl chloride). The solvent is N1=CC=CC=C1 (pyridine). Reaction conditions: time 8 hour. Yields the product COC=1C=C(SC1N(S(=O)(=O)C)CCN1CCOCC1)C(=O)OCC (ethyl 4-methoxy-5-(N-(2-morpholinoethyl)-methylsulfonamido)thiophene-2-carboxylate), methyl ester. Isolated yield 73.6%. As a reaction SMILES: [NH2:1][C:2]1[S:6][C:5]([C:7]([O:9][CH2:10][CH3:11])=[O:8])=[CH:4][C:3]=1[O:12][CH3:13].[CH3:14][S:15](Cl)(=[O:17])=[O:16].C([O-])([O-])=O.[K+].[K+].Cl.Cl[CH2:27][CH2:28][N:29]1[CH2:34][CH2:33][O:32][CH2:31][CH2:30]1>N1C=CC=CC=1>[CH3:13][O:12][C:3]1[CH:4]=[C:5]([C:7]([O:9][CH2:10][CH3:11])=[O:8])[S:6][C:2]=1[N:1]([CH2:27][CH2:28][N:29]1[CH2:34][CH2:33][O:32][CH2:31][CH2:30]1)[S:15]([CH3:14])(=[O:17])=[O:16] |f:2.3.4,5.6|. Procedure details: To a solution of ethyl 5-amino-4-methoxythiophene-2-carboxylate (Int. 69) (261 mg, 1.297 mmol) (prepared as described in Step 5 hereabove reported) in pyridine (10 ml) cooled to 0° C., methanesulfonyl chloride (0.131 ml, 1.686 mmol) was added, and the reaction was allowed to warm to RT and stirred overnight. The solvent was removed under vacuum and the residue was portioned between EtOAc and 10% HCl; the organic phase was washed with brine and dried over sodium sulfate. The solvent was removed u... Run at temperature 90 celsius. The yield is 75.2%. Yields the product C(C)OC(=O)C=1OC2=C(C1C)C(=CC=C2)C=C (3-methyl-4-vinylbenzofuran-2-carboxylic acid ethyl ester). Solvent: O (water), CN(C)C=O (DMF). Reagents/catalysts: C=1C=CC(=CC1)[P](C=2C=CC=CC2)(C=3C=CC=CC3)[Pd]([P](C=4C=CC=CC4)(C=5C=CC=CC5)C=6C=CC=CC6)([P](C=7C=CC=CC7)(C=8C=CC=CC8)C=9C=CC=CC9)[P](C=1C=CC=CC1)(C=1C=CC=CC1)C=1C=CC=CC1 (tetrakis(triphenylphosphine)palladium(0)). Starting materials: C(C)OC(=O)C=1OC2=C(C1C)C(=CC=C2)OS(=O)(=O)C(F)(F)F (3-methyl-4-trifluoromethanesulfonyloxy-benzofuran-2-carboxylic acid ethyl ester), C(=C)[Sn](CCCC)(CCCC)CCCC (vinyl tributyltin), [Cl-].[Li+] (lithium chloride). Reported procedure: To a solution of 2.48 g (7.05 mmol) of 3-methyl-4-trifluoromethanesulfonyloxy-benzofuran-2-carboxylic acid ethyl ester (Example 20, Step 2) in 30 mL of DMF was added 2.16 mL (7.40 mmol) of vinyl tributyltin, 0.898 g (21.1 mmol) of lithium chloride and 0.247 g (0.352 mmol) of tetrakis(triphenylphosphine)palladium(0). The reaction was heated to 90° C. for 3 h and then cooled to room temperature. The reaction was diluted with water and extracted with ether. The combined organics were washed with wa... RXN SMILES: [CH2:1]([O:3][C:4]([C:6]1[O:7][C:8]2[CH:15]=[CH:14][CH:13]=[C:12](OS(C(F)(F)F)(=O)=O)[C:9]=2[C:10]=1[CH3:11])=[O:5])[CH3:2].[CH:24]([Sn](CCCC)(CCCC)CCCC)=[CH2:25].[Cl-].[Li+]>CN(C=O)C.O.C1C=CC([P]([Pd]([P](C2C=CC=CC=2)(C2C=CC=CC=2)C2C=CC=CC=2)([P](C2C=CC=CC=2)(C2C=CC=CC=2)C2C=CC=CC=2)[P](C2C=CC=CC=2)(C2C=CC=CC=2)C2C=CC=CC=2)(C2C=CC=CC=2)C2C=CC=CC=2)=CC=1>[CH2:1]([O:3][C:4]([C:6]1[O:7][C:8]2[CH:15]=[CH:14][CH:13]=[C:12]([CH:24]=[CH2:25])[C:9]=2[C:10]=1[CH3:11])=[O:5])[CH3:2] |f:2.3,^1:50,52,71,90|. Reactants: C(C)OC(=O)CN1C(C(=NC=C1C)NN)=O (1-Ethoxycarbonylmethyl-3-hydrazino-6-methylpyrazinone). Run in Cl (HCl). Yields the product C(=O)(O)CN1C(C(=NC=C1C)NN)=O (1-Carboxymethyl-3-hydrazino-6-methylpyrazinone). Isolated yield 90.1%. As a reaction SMILES: C([O:3][C:4]([CH2:6][N:7]1[C:12]([CH3:13])=[CH:11][N:10]=[C:9]([NH:14][NH2:15])[C:8]1=[O:16])=[O:5])C>Cl>[C:4]([CH2:6][N:7]1[C:12]([CH3:13])=[CH:11][N:10]=[C:9]([NH:14][NH2:15])[C:8]1=[O:16])([OH:5])=[O:3]. Reported procedure: A solution of the compound of Example 4 (6.3 g, 0.028 mol) in HCl (6N, 160 mL) was heated at 60 to 70° C. for 2 hours. The reaction mixture was concentrated under vacuum to afford the title compound (5.0 g, 91%) as a yellow solid, which used in the next step without further purification. 1H NMR (D2O) δ 2.18 (s, 3H), 4.8 (s, 2H), 6.71 (s, 1H). Starting materials: ice water, CCCCCC (hexane), C(CCC)[Li] (n-butyllithium), O1CCCC1 (tetrahydrofuran), FC(C=O)=C (2-fluoroacrolein). Run at time 8 hour. The product is FC(=C)C(C#CC(OC)(C)C)O (2-fluoro-3-hydroxy-6,6-dimethyl-6-methoxyhex-1-ene-4-yne). RXN SMILES: CC[CH2:3][CH2:4][CH2:5][CH3:6].[CH2:7]([Li])CCC.[F:12][C:13](=[CH2:16])[CH:14]=[O:15].[O:17]1CCC[CH2:18]1>>[F:12][C:13]([CH:14]([OH:15])[C:3]#[C:4][C:5]([CH3:6])([CH3:7])[O:17][CH3:18])=[CH2:16]. Reported procedure: Ten grams (0.102 mole) of 3,3-dimethyl-3-methoxy-1-propyne, produced according to the method described in Zh. Org. Khim., 2(11), 1969-1973 (1966), was dissolved in 100 ml of anhydrous tetrahydrofuran, and the resulting solution was cooled to -40° C. or less in a dry ice-acetone bath. Under a stream of a nitrogen gas, 68 ml of 1.5M hexane solution of n-butyllithium was added dropwise at -40° C. or less with stirring. After aging the reaction solution at -50° C. for 30 minutes, 7.53 g (0.102 mole)... The reactants are COC1=CC=C(C=O)C=C1 (4-methoxybenzaldehyde), S1N=CN=C1N (1,2,4-thiadiazol-5-amine), C(C)(=O)O[BH-](OC(C)=O)OC(C)=O.[Na+] (sodium triacetoxyborohydride), ice, O (water). The reagents and catalysts are CC([O-])C.CC([O-])C.CC([O-])C.Cl[Ti+3] (chlorotitanium triisopropoxide). Solvent: ClCCl (dichloromethane). Reaction conditions: time 3 hour. Yields the product COC1=CC=C(CNC2=NC=NS2)C=C1 (N-(4-METHOXYBENZYL)-1,2,4-THIADIAZOL-5-AMINE). As a reaction SMILES: [CH3:1][O:2][C:3]1[CH:10]=[CH:9][C:6]([CH:7]=O)=[CH:5][CH:4]=1.[S:11]1[C:15]([NH2:16])=[N:14][CH:13]=[N:12]1.C(O[BH-](OC(=O)C)OC(=O)C)(=O)C.[Na+].O>ClCCl.CC(C)[O-].CC(C)[O-].CC(C)[O-].Cl[Ti+3]>[CH3:1][O:2][C:3]1[CH:10]=[CH:9][C:6]([CH2:7][NH:16][C:15]2[S:11][N:12]=[CH:13][N:14]=2)=[CH:5][CH:4]=1 |f:2.3,6.7.8.9|. Reported procedure: To a suspension of 4-methoxybenzaldehyde (10.0 g, 73.4 mmol) and 1,2,4-thiadiazol-5-amine (7.40 g, 73.4 mmol) in dichloromethane (200 mL) was added chlorotitanium triisopropoxide (28.6 g, 110 mmol) portionwise over 5 min. After stirring for 3 hours, sodium triacetoxyborohydride (38.9 g, 184 mmol) was added portionwise at 0° C. and allowed to stir for additional 1 hour. The reaction was cooled in an ice and water mixture, quenched with saturated NaHCO3 solution (300 mL) and extracted with dichlor... Starting materials: C1=CN(C=N1)C(=O)N2C=CN=C2 (CDI), C(C1=CC=CC=C1)OC(=O)N[C@H]1CC=CC[C@H]1C(=O)O ((1R,6S)-6-benzyloxycarbonylamino-cyclohex-3-enecarboxylic acid), O (water). Run in C(Cl)Cl (CH2Cl2). Run at time 8 hour. Product: C(C1=CC=CC=C1)OC(N)=O (carbamic acid benzyl ester). Isolated yield 155.6%. RXN SMILES: [CH2:1]([O:8][C:9]([NH:11][C@@H]1[C@H](C(O)=O)CC=CC1)=[O:10])[C:2]1[CH:7]=[CH:6][CH:5]=[CH:4][CH:3]=1.C1N=CN(C(N2C=NC=C2)=O)C=1.O>C(Cl)Cl>[CH2:1]([O:8][C:9](=[O:10])[NH2:11])[C:2]1[CH:7]=[CH:6][CH:5]=[CH:4][CH:3]=1. Procedure: A sample of (1R,6S)-6-benzyloxycarbonylamino-cyclohex-3-enecarboxylic acid (72 g) was dissolved in CH2Cl2 (750 mL) prior to the addition of CDI (50.9 g). After 2.5 h water was added, and the solution was extracted with CH2Cl2. The combined organic layers were dried, filtered, and concentrated. The resulting material was dissolved in CH2Cl2 and ammonia gas was bubbled through the solution for 1.5 h. After stirring overnight, the majority of the solvent was removed and Et2O was added. The product ...